This data is from the Open Reaction Database (ORD), a public repository of structured organic reaction records. The task is: describe an organic reaction: reactants, conditions, products, and yield Reactants: C12CNCC2C1NC(OCC1C2=CC=CC=C2C=2C=CC=CC12)=O ((9H-fluoren-9-yl)methyl 3-azabicyclo[3.1.0]hexan-6-ylcarbamate), C(CC)P1(OP(OP(O1)(=O)CCC)(=O)CCC)=O (T3P), CCN(C(C)C)C(C)C (DIPEA), FC(C=1C=C(C=C(C1)C(F)(F)F)C1=NN(C=N1)\C=C/C(=O)O)(F)F ((Z)-3-(3-(3,5-Bis(trifluoromethyl)phenyl)-1H-1,2,4-triazol-1-yl)acrylic acid). Run in C(Cl)Cl (DCM). Conditions: temperature -60 celsius, time 1 hour. The product is FC(C=1C=C(C=C(C1)C(F)(F)F)C1=NN(C=N1)\C=C/C(=O)N1CC2C(C2C1)NC(OCC1C2=CC=CC=C2C=2C=CC=CC12)=O)(F)F ((Z)-(9H-fluoren-9-yl)methyl (3-(3-(3-(3,5-bis(trifluoromethyl)phenyl)-1H-1,2,4-triazol-1-yl)acryloyl)-3-azabicyclo[3.1.0]hexan-6-yl)carbamate). The yield is 67.7%. Reaction SMILES: [F:1][C:2]([F:24])([F:23])[C:3]1[CH:4]=[C:5]([C:13]2[N:17]=[CH:16][N:15](/[CH:18]=[CH:19]\[C:20](O)=[O:21])[N:14]=2)[CH:6]=[C:7]([C:9]([F:12])([F:11])[F:10])[CH:8]=1.[CH:25]12[CH:30]([NH:31][C:32](=[O:48])[O:33][CH2:34][CH:35]3[C:47]4[CH:46]=[CH:45][CH:44]=[CH:43][C:42]=4[C:41]4[C:36]3=[CH:37][CH:38]=[CH:39][CH:40]=4)[CH:29]1[CH2:28][NH:27][CH2:26]2.C(P1(=O)OP(CCC)(=O)OP(CCC)(=O)O1)CC.CCN(C(C)C)C(C)C>C(Cl)Cl>[F:24][C:2]([F:1])([F:23])[C:3]1[CH:4]=[C:5]([C:13]2[N:17]=[CH:16][N:15](/[CH:18]=[CH:19]\[C:20]([N:27]3[CH2:26][CH:25]4[CH:29]([CH:30]4[NH:31][C:32](=[O:48])[O:33][CH2:34][CH:35]4[C:36]5[CH:37]=[CH:38][CH:39]=[CH:40][C:41]=5[C:42]5[C:47]4=[CH:46][CH:45]=[CH:44][CH:43]=5)[CH2:28]3)=[O:21])[N:14]=2)[CH:6]=[C:7]([C:9]([F:10])([F:11])[F:12])[CH:8]=1. Reported procedure: (Z)-3-(3-(3,5-Bis(trifluoromethyl)phenyl)-1H-1,2,4-triazol-1-yl)acrylic acid (1.0 g, 1.0 eq.) was dissolved in DCM (50 mL) and cooled to −60° C. where (9H-fluoren-9-yl)methyl 3-azabicyclo[3.1.0]hexan-6-ylcarbamate (1.09 g, 1.2 eq.), T3P (50% in EtOAc) (2.02 mL, 1.2 eq.) and DIPEA (0.95 mL, 2 eq.) was added. The clear reaction mixture was stirred at −60° C. for 1 h, quenched with water, and extracted with DCM. The organic layer was dried over sodium sulphate, concentrated under reduced pressure (... Starting materials: Cl (HCl), C1(=CC=CC=C1)C=1OC2=C(N1)C=CC(=C2)C(=O)OC (Methyl 2-phenyl-benzooxazole-6-carboxylate), [Li+].[OH-] (LiOH), O (H2O). Solvent: C1CCOC1 (THF), CO (MeOH). Run at time 6 hour. Product: C(C1=CC=CC=C1)(=O)Cl (benzoyl chloride). Reaction SMILES: [C:1]1([C:7]2[O:8]C3C=C(C(OC)=O)C=CC=3N=2)[CH:6]=[CH:5][CH:4]=[CH:3][CH:2]=1.[Li+].[OH-].O.[ClH:23]>C1COCC1.CO>[C:7]([Cl:23])(=[O:8])[C:1]1[CH:6]=[CH:5][CH:4]=[CH:3][CH:2]=1 |f:1.2|. Reported procedure: A mixture of methyl 2-phenyl-benzooxazole-6-carboxylate 1u (0.37 g, 1.46 mmol) and LiOH (0.10 g, 4.2 mmol) in THF (4 mL), MeOH (4 mL), and H2O (4 mL) was stirred at room temperature for 6 h. Aqueous 1N HCl solution was added to the mixture to adjust pH to 3˜4. The resulting mixture was extracted with EtOAc (2×). The organic solution was washed with aq. NaCl, dried over Na2SO4 and concentrated to give 1t (0.34 g).